From a dataset of the Open Reaction Database (ORD), a public repository of structured organic reaction records. describe an organic reaction: reactants, conditions, products, and yield Starting materials: ClCCl, O=C(Cl)c1cccc(C(F)(F)F)c1, Cc1ccc(N)cc1C(=O)Nc1cnc(N)nc1. Yields the product Cc1ccc(NC(=O)c2cccc(C(F)(F)F)c2)cc1C(=O)Nc1cnc(N)nc1. As a reaction SMILES: [Cl:32][CH2:33][Cl:34].[F:19][C:20]([c:21]1[cH:22][c:23]([C:24](=[O:25])[Cl:26])[cH:27][cH:28][cH:29]1)([F:30])[F:31].[NH2:1][c:2]1[cH:3][cH:4][c:5]([CH3:18])[c:6]([C:7](=[O:8])[NH:9][c:10]2[cH:11][n:12][c:13]([NH2:16])[n:14][cH:15]2)[cH:17]1>>[NH:1]([c:2]1[cH:3][cH:4][c:5]([CH3:18])[c:6]([C:7](=[O:8])[NH:9][c:10]2[cH:11][n:12][c:13]([NH2:16])[n:14][cH:15]2)[cH:17]1)[C:24]([c:23]1[cH:22][c:21]([C:20]([F:19])([F:30])[F:31])[cH:29][cH:28][cH:27]1)=[O:25]. Starting materials: COc1ccc2c(c1)CSC(C(=O)O)C2, O=C(Cl)C(=O)Cl, ClCCl, CN(C)C=O. Product: COc1ccc2c(c1)CSC(C(=O)Cl)C2. Reaction SMILES: [CH3:7][O:8][c:9]1[cH:10][cH:11][c:12]2[c:17]([cH:18]1)[CH2:16][S:15][CH:14]([C:19]([OH:20])=[O:21])[CH2:13]2.[Cl:1][C:2](=[O:3])[C:4]([Cl:5])=[O:6].[Cl:27][CH2:28][Cl:29].[O:22]=[CH:23][N:24]([CH3:25])[CH3:26]>>[Cl:1][C:2](=[O:3])[CH:4]1[CH2:13][c:12]2[cH:11][cH:10][c:9]([O:8][CH3:7])[cH:18][c:17]2[CH2:16][S:15]1. Reactants: ClC1=C(C=C(C=C1)OC1=CC=C(C=C1)C(C(C(=O)OCC)CC1=CC(=CC=C1)OC(C(F)F)(F)F)O)CC (ethyl(2RS,3RS)-3-(4-((4-chloro-3-ethylphenyl)oxy)phenyl)-3-hydroxy-2-((3-((1,1,2,2-tetrafluoroethyl)oxy)phenyl)methyl)propionate), [OH-].[Na+] (sodium hydroxide), Cl (hydrochloric acid). Solvent: CO (methanol). Reaction conditions: time 8 hour. Yields the product ClC1=C(C=C(C=C1)OC1=CC=C(C=C1)C(C(C(=O)O)CC1=CC(=CC=C1)OC(C(F)F)(F)F)O)CC ((2RS,3RS)-3-(4-((4-chloro-3-ethylphenyl)oxy)phenyl)-3-hydroxy-2-((3-((1,1,2,2-tetrafluoroethyl)oxy)phenyl)methyl)propionic acid). Isolated yield 84.2%. As a reaction SMILES: [Cl:1][C:2]1[CH:7]=[CH:6][C:5]([O:8][C:9]2[CH:14]=[CH:13][C:12]([CH:15]([OH:36])[CH:16]([CH2:22][C:23]3[CH:28]=[CH:27][CH:26]=[C:25]([O:29][C:30]([F:35])([F:34])[CH:31]([F:33])[F:32])[CH:24]=3)[C:17]([O:19]CC)=[O:18])=[CH:11][CH:10]=2)=[CH:4][C:3]=1[CH2:37][CH3:38].[OH-].[Na+].Cl>CO>[Cl:1][C:2]1[CH:7]=[CH:6][C:5]([O:8][C:9]2[CH:14]=[CH:13][C:12]([CH:15]([OH:36])[CH:16]([CH2:22][C:23]3[CH:28]=[CH:27][CH:26]=[C:25]([O:29][C:30]([F:35])([F:34])[CH:31]([F:33])[F:32])[CH:24]=3)[C:17]([OH:19])=[O:18])=[CH:11][CH:10]=2)=[CH:4][C:3]=1[CH2:37][CH3:38] |f:1.2|. Procedure details: To a solution of ethyl(2RS,3RS)-3-(4-((4-chloro-3-ethylphenyl)oxy)phenyl)-3-hydroxy-2-((3-((1,1,2,2-tetrafluoroethyl)oxy)phenyl)methyl)propionate (6.6 g, 11.9 mmol) in methanol (30 ml) was added 2N aqueous sodium hydroxide solution (11.9 ml, 23.8 mmol), and the mixture was stirred overnight at room temperature. The reaction solution was acidified with 1N hydrochloric acid and extracted with ethyl acetate (200 ml×2). The extract was washed with water and saturated brine, dried over anhydrous magn... The reactants are N([C@@H](CCC(N)=O)C(=O)N[C@@H](CCCC)C(=O)OC)C(=O)OC(C)(C)C (t-Boc-Gln-Nle-OMe), C(=O)(C(F)(F)F)O (TFA). Reaction conditions: time 10 minute. Yields the product N[C@@H](CCC(N)=O)C(=O)N[C@@H](CCCC)C(=O)OC.FC(F)(F)C(=O)O (H-Gln-Nle-OMe.trifluoroacetate). RXN SMILES: [NH:1](C(OC(C)(C)C)=O)[C@H:2]([C:8]([NH:10][C@H:11]([C:16]([O:18][CH3:19])=[O:17])[CH2:12][CH2:13][CH2:14][CH3:15])=[O:9])[CH2:3][CH2:4][C:5](=[O:7])[NH2:6].[C:27]([OH:33])([C:29]([F:32])([F:31])[F:30])=[O:28]>>[NH2:1][C@H:2]([C:8]([NH:10][C@H:11]([C:16]([O:18][CH3:19])=[O:17])[CH2:12][CH2:13][CH2:14][CH3:15])=[O:9])[CH2:3][CH2:4][C:5](=[O:7])[NH2:6].[F:30][C:29]([C:27]([OH:33])=[O:28])([F:32])[F:31] |f:2.3|. Reported procedure: The protected dipeptide ester (XI) (4.8 g, 13 mmol) was dissolved in cold TFA (40 ml). After 10 minutes, the TFA was removed in vacuo and dry ether (200 ml) was added. The ether was decanted and the residue was washed with more ether (100 ml). The oily material was dried over KOH to give (XII) as a white foam that was used immediately, T.l.c. RfA3 =0.42.